This data is from the Open Reaction Database (ORD), a public repository of structured organic reaction records. The task is: describe an organic reaction: reactants, conditions, products, and yield Starting materials: CNC1=CC=C(C=C1)N1C2=C(NC(CC1=O)=O)C1=CC=CC=C1C=C2 (5-[4-(Methylamino)phenyl]-1H-naphtho[1,2-b][1,4]diazepine-2,4(3H,5H)-dione), C(C)C1=C(CS(=O)(=O)Cl)C=CC=C1 (2-ethylbenzylsulfonyl chloride). The solvent is N1=CC=CC=C1 (pyridine). Yields the product C(C)C1=C(C=CC=C1)C1(CC=CC=C1)CS(=O)(=O)N(C)C1=CC=C(C=C1)N1C2=C(NC(CC1=O)=O)C1=CC=CC=C1C=C2 (1-(2-Ethylphenyl)-N-[4-(2,4-dioxo-1,2,3,4-tetrahydronaphtho[1,2-b][1,4]diazepin-5-yl)phenyl]phenyl-N-methylmethanesulfonamide). Yield: 27.9%. As a reaction SMILES: [CH3:1][NH:2][C:3]1[CH:8]=[CH:7][C:6]([N:9]2[C:15](=[O:16])[CH2:14][C:13](=[O:17])[NH:12][C:11]3[C:18]4[C:23]([CH:24]=[CH:25][C:10]2=3)=[CH:22][CH:21]=[CH:20][CH:19]=4)=[CH:5][CH:4]=1.C([C:28]1[CH:38]=[CH:37][CH:36]=[CH:35][C:29]=1[CH2:30][S:31](Cl)(=[O:33])=[O:32])C>N1C=CC=CC=1>[CH2:19]([C:18]1[CH:23]=[CH:24][CH:25]=[CH:10][C:11]=1[C:29]1([CH2:30][S:31]([N:2]([C:3]2[CH:4]=[CH:5][C:6]([N:9]3[C:15](=[O:16])[CH2:14][C:13](=[O:17])[NH:12][C:11]4[C:18]5[C:23]([CH:24]=[CH:25][C:10]3=4)=[CH:22][CH:21]=[CH:20][CH:19]=5)=[CH:7][CH:8]=2)[CH3:1])(=[O:32])=[O:33])[CH:28]=[CH:38][CH:37]=[CH:36][CH2:35]1)[CH3:20]. Procedure: 5-[4-(Methylamino)phenyl]-1H-naphtho[1,2-b][1,4]diazepine-2,4(3H,5H)-dione (40 mg, 0.121 mmol) obtained in Example 198, (1), and 2-ethylbenzylsulfonyl chloride (132 mg, 0.605 mmol) were treated by heating in pyridine (1.0 mL). After the disappearance of the starting materials was confirmed, the same treatment as that of Example 145 was performed to obtain the title compound (10 mg, yield 16%) as white crystals. Run in O (water). Run at time 4 hour. As a reaction SMILES: [CH3:1][C:2]1[CH:3]=[C:4]([SH:8])[CH:5]=[CH:6][CH:7]=1.C(=O)([O-])[O-].[K+].[K+].CN(C=O)C.[Br-].[CH3:21][C:22]([CH3:25])=[CH:23][CH3:24]>O>[CH3:1][C:2]1[CH:7]=[CH:6][CH:5]=[C:4]([S:8][CH2:24][CH:23]=[C:22]([CH3:25])[CH3:21])[CH:3]=1 |f:1.2.3,5.6|. The product is CC1=CC(=CC=C1)SCC=C(C)C (1-Methyl-3-(3-methylbut-2-enyl)sulphanylbenzene). The reactants are CC=1C=C(C=CC1)S (3-methylthiophenol), C([O-])([O-])=O.[K+].[K+] (potassium carbonate), CN(C)C=O (DMF), [Br-].CC(=CC)C (3-methyl-2-butene bromide). Procedure details: 5 g (40 mmol) of 3-methylthiophenol, 5.6 g (40 mmol) of potassium carbonate and 50 ml of DMF are introduced into a three-necked flask. 7.2 g (48 mmol) of 3-methyl-2-butene bromide are added and the mixture is stirred at room temperature for four hours. The reaction medium is poured into water and extracted with ethyl ether, and the organic phase is separated out after settling has taken place, dried over magnesium sulphate and evaporated. 7.8 g (100%) of the expected product are collected in the...